From a dataset of the Open Reaction Database (ORD), a public repository of structured organic reaction records. describe an organic reaction: reactants, conditions, products, and yield Reaction SMILES: [H-].[Na+].[N+:3]([C:6]1[CH:22]=[C:21]([S:23][CH3:24])[CH:20]=[CH:19][C:7]=1[NH:8][S:9]([C:12]1[CH:17]=[CH:16][C:15]([CH3:18])=[CH:14][CH:13]=1)(=[O:11])=[O:10])([O-:5])=[O:4].[CH2:25](I)[CH3:26].O>CN(C=O)C>[CH2:25]([N:8]([S:9]([C:12]1[CH:13]=[CH:14][C:15]([CH3:18])=[CH:16][CH:17]=1)(=[O:11])=[O:10])[C:7]1[CH:19]=[CH:20][C:21]([S:23][CH3:24])=[CH:22][C:6]=1[N+:3]([O-:5])=[O:4])[CH3:26] |f:0.1|. The solvent is CN(C)C=O (DMF). Isolated yield 64.1%. Procedure: To a suspension of sodium hydride (65%, 0.21 g (5.76 mmol)) in 4.0 ml of DMF, 2′-nitro-4′-methylthio-p-toluenesulfonanilide (1.50 g (4.43 mmol)) was added with stirring at room temperature. To the resulting mixture, after 30 minutes' stirring at room temperature, ethyl iodide (0.52 ml (6.21 mmol)) was added dropwise and the mixture was stirred at room temperature for 16 hours. Then, the reaction mixture was poured into water and extracted with ethyl acetate. The extract was washed with a saturat... Product: C(C)N(C1=C(C=C(C=C1)SC)[N+](=O)[O-])S(=O)(=O)C1=CC=C(C=C1)C (N-Ethyl-4′-methylthio-2′-nitro-p-toluenesulfonanilide). The reactants are [H-].[Na+] (sodium hydride), [N+](=O)([O-])C1=C(NS(=O)(=O)C2=CC=C(C=C2)C)C=CC(=C1)SC (2′-nitro-4′-methylthio-p-toluenesulfonanilide), O (water), C(C)I (ethyl iodide).